From a dataset of the Open Reaction Database (ORD), a public repository of structured organic reaction records. describe an organic reaction: reactants, conditions, products, and yield Reactants: O=C([O-])[O-], CN(C)C=O, [Cs+], [Cs+], CI, C1CCOC1, Oc1cccc(-c2nn[nH]n2)c1. Yields the product Cn1nnc(-c2cccc(O)c2)n1. RXN SMILES: [C:1](=[O:2])([O-:3])[O-:4].[CH3:21][N:22]([CH3:23])[CH:24]=[O:25].[Cs+:5].[Cs+:6].[I:19][CH3:20].[O:26]1[CH2:27][CH2:28][CH2:29][CH2:30]1.[n:7]1[nH:8][n:9][n:10][c:11]1-[c:12]1[cH:13][c:14]([OH:18])[cH:15][cH:16][cH:17]1>>[CH3:1][n:9]1[n:8][n:7][c:11](-[c:12]2[cH:13][c:14]([OH:18])[cH:15][cH:16][cH:17]2)[n:10]1. Reactants: CC(C)(C)n1nc(C(F)(F)F)c(CBr)c1Cl, CN(C)C=O, CCOCC, [Na+], O, O, [SH-]. Product: CC(C)(C)n1nc(C(F)(F)F)c(CS)c1Cl. Reaction SMILES: [Br:1][CH2:2][c:3]1[c:4]([C:13]([F:14])([F:15])[F:16])[n:5][n:6]([C:9]([CH3:10])([CH3:11])[CH3:12])[c:7]1[Cl:8].[CH3:17][N:18]([CH3:19])[CH:20]=[O:21].[CH3:26][CH2:27][O:28][CH2:29][CH3:30].[Na+:24].[OH2:22].[OH2:25].[SH-:23]>>[CH2:2]([c:3]1[c:4]([C:13]([F:14])([F:15])[F:16])[n:5][n:6]([C:9]([CH3:10])([CH3:11])[CH3:12])[c:7]1[Cl:8])[SH:23]. Reactants: CCO, N#CC1=C(C#N)C(=O)C(Cl)=C(Cl)C1=O, COc1ccc(C(c2ccc(F)cc2)C(c2ccccc2)C(F)(F)F)cc1. The product is COc1ccc(C(=C(c2ccccc2)C(F)(F)F)c2ccc(F)cc2)cc1. RXN SMILES: [CH3:42][CH2:43][OH:44].[Cl:28][C:29]1=[C:40]([Cl:41])[C:38](=[O:39])[C:35]([C:36]#[N:37])=[C:32]([C:33]#[N:34])[C:30]1=[O:31].[c:1]1([CH:7]([CH:8]([c:9]2[cH:10][cH:11][c:12]([O:15][CH3:16])[cH:13][cH:14]2)[c:17]2[cH:18][cH:19][c:20]([F:23])[cH:21][cH:22]2)[C:24]([F:25])([F:26])[F:27])[cH:2][cH:3][cH:4][cH:5][cH:6]1>>[c:1]1([C:7](=[C:8]([c:9]2[cH:10][cH:11][c:12]([O:15][CH3:16])[cH:13][cH:14]2)[c:17]2[cH:18][cH:19][c:20]([F:23])[cH:21][cH:22]2)[C:24]([F:25])([F:26])[F:27])[cH:2][cH:3][cH:4][cH:5][cH:6]1. Reactants: S(=O)(=O)(C)OCC1CO1 (3-mesyloxy-1,2-epoxypropane), Cl (HCl). Run at time 30 minute. The product is S(=O)(=O)(C)OCC(CCl)O (3-mesyloxy-2-hydroxy-1-chloropropane). Isolated yield 85.0%. RXN SMILES: [S:1]([O:5][CH2:6][CH:7]1[O:9][CH2:8]1)([CH3:4])(=[O:3])=[O:2].[ClH:10]>>[S:1]([O:5][CH2:6][CH:7]([OH:9])[CH2:8][Cl:10])([CH3:4])(=[O:3])=[O:2]. Procedure details: Concentrated HCl (20 ml) was added to 3-mesyloxy-1,2-epoxypropane (5.0 g, 0.033 m) over 15-20 minutes. After stirring for an additional 30 minutes, the water was removed through the addition and subsequent evaporation of ethanol. Finally, residual ethanol was removed at room temperature and 0.1 mm to give 3-mesyloxy-2-hydroxy-1-chloropropane (5.4 g, 85%). The reactants are solution, Cl (hydrogen chloride), FC1=CC=C(C=C1)CCC1=C(OCCC2N(CCC2)C)C=CC=C1 (2-(2-{2-[2-(4-fluorophenyl)ethyl]phenoxy}ethyl)-1-methylpyrrolidine). Run in O1CCOCC1 (dioxane), C(C)(=O)OCC (ethyl acetate). The product is Cl.FC1=CC=C(C=C1)CCC1=C(OCCC2N(CCC2)C)C=CC=C1 (2-(2-{2-[2-(4-Fluorophenyl)ethyl]phenoxy}ethyl)-1-methylpyrrolidine hydrochloride). Yield: 78.0%. RXN SMILES: [F:1][C:2]1[CH:7]=[CH:6][C:5]([CH2:8][CH2:9][C:10]2[CH:24]=[CH:23][CH:22]=[CH:21][C:11]=2[O:12][CH2:13][CH2:14][CH:15]2[CH2:19][CH2:18][CH2:17][N:16]2[CH3:20])=[CH:4][CH:3]=1.[ClH:25]>C(OCC)(=O)C.O1CCOCC1>[ClH:25].[F:1][C:2]1[CH:7]=[CH:6][C:5]([CH2:8][CH2:9][C:10]2[CH:24]=[CH:23][CH:22]=[CH:21][C:11]=2[O:12][CH2:13][CH2:14][CH:15]2[CH2:19][CH2:18][CH2:17][N:16]2[CH3:20])=[CH:4][CH:3]=1 |f:4.5|. Procedure: 0.560 g of 2-(2-{2-[2-(4-fluorophenyl)ethyl]phenoxy}ethyl)-1-methylpyrrolidine [prepared as described in step (a) above] was dissolved in 10 ml of ethyl acetate, and 0.5 ml of a 4N solution of hydrogen chloride in dioxane was added to the solution. The resulting mixture was then concentrated by distillation under reduced pressure, and the concentrate was dissolved in 15 ml of ethyl acetate and allowed to stand at room temperature. The crystals which precipitated were collected by filtration and ...